From a dataset of the Open Reaction Database (ORD), a public repository of structured organic reaction records. describe an organic reaction: reactants, conditions, products, and yield The reactants are compound, resultant solution, FC(C(=O)O)(F)F (trifluoroacetic acid), 10, resultant mixture, C(C1=CC=CC=C1)=O (benzaldehyde), C(C)OC(=C)O[Si](C)(C)C (1-ethoxy-1-trimethylsiloxyethene), resultant mixture. The reagents and catalysts are [Ti] (titanium), [Ti](Cl)(Cl)(Cl)Cl (titanium tetrachloride). Solvent: C1(=CC=CC=C1)C (toluene), O (water), O1CCCC1 (Tetrahydrofuran), O1CCCC1 (tetrahydrofuran). Reaction conditions: temperature -20 celsius. Product: O[C@@H](CC(=O)OCC)C1=CC=CC=C1 (ethyl (S)-3-hydroxy-3-phenylpropionate). The yield is 70.0%. RXN SMILES: [CH:1](=[O:8])[C:2]1[CH:7]=[CH:6][CH:5]=[CH:4][CH:3]=1.[CH2:9]([O:11][C:12]([O:14][Si](C)(C)C)=[CH2:13])[CH3:10].FC(F)(F)C(O)=O>C1(C)C=CC=CC=1.O1CCCC1.O.[Ti](Cl)(Cl)(Cl)Cl.[Ti]>[OH:8][C@H:1]([C:2]1[CH:7]=[CH:6][CH:5]=[CH:4][CH:3]=1)[CH2:13][C:12]([O:11][CH2:9][CH3:10])=[O:14]. Procedure details: The compound of Example 45 shown in Table 9 (14 mg, 0.05 mmol) was added to titanium tetrachloride (9.5 mg, 0.05 mmol) in toluene (1.0 ml), and the resultant mixture was stirred until the mixture became uniform. After titanium was coordinated with the compound, the solvent was removed through evaporation under reduced pressure at room temperature. The resultant residue was dissolved in anhydrous tetrahydrofliran (10 ml), and the solution was cooled to −20° C. Separately, benzaldehyde (106 mg, 1.... Reactants: C(#N)C(C(=O)NC1=CC=CC=C1)C(=O)C=1C2=C(N(N1)C1=CC=CC=C1)C1=C(SC2)C(=CC=C1)CO (2-Cyano-3-(1,4-dihydro-6-hydroxymethyl-1-phenyl-[1]-benzothiopyrano[4,3-c]pyrazol-3-yl)-3-oxo-N-phenyl-propanamide), C1(CCC(=O)O1)=O (succinic anhydride). Solvent: N1=CC=CC=C1 (pyridine), ice water. Reaction conditions: temperature 45 celsius, time 20 hour. Yields the product C(=O)(O)CCC(=O)OCC1=CC=CC2=C1SCC1=C2N(N=C1C(C(C(=O)NC1=CC=CC=C1)C#N)=O)C1=CC=CC=C1 (3-[6-(3-carboxy-propanoyloxymethyl)-1,4-dihydro-1-phenyl-[1]-benzothiopyrano[4,3-c]pyrazol-3-yl]-2-cyano-3-oxo-N-phenyl-propanamide). The yield is 65.5%. RXN SMILES: [C:1]([CH:3]([C:13]([C:15]1[C:16]2[CH2:29][S:28][C:27]3[C:30]([CH2:34][OH:35])=[CH:31][CH:32]=[CH:33][C:26]=3[C:17]=2[N:18]([C:20]2[CH:25]=[CH:24][CH:23]=[CH:22][CH:21]=2)[N:19]=1)=[O:14])[C:4]([NH:6][C:7]1[CH:12]=[CH:11][CH:10]=[CH:9][CH:8]=1)=[O:5])#[N:2].[C:36]1(=[O:42])[O:41][C:39](=[O:40])[CH2:38][CH2:37]1>N1C=CC=CC=1>[C:39]([CH2:38][CH2:37][C:36]([O:35][CH2:34][C:30]1[C:27]2[S:28][CH2:29][C:16]3[C:15]([C:13](=[O:14])[CH:3]([C:1]#[N:2])[C:4]([NH:6][C:7]4[CH:12]=[CH:11][CH:10]=[CH:9][CH:8]=4)=[O:5])=[N:19][N:18]([C:20]4[CH:25]=[CH:24][CH:23]=[CH:22][CH:21]=4)[C:17]=3[C:26]=2[CH:33]=[CH:32][CH:31]=1)=[O:42])([OH:41])=[O:40]. Reported procedure: 2-Cyano-3-(1,4-dihydro-6-hydroxymethyl-1-phenyl-[1]-benzothiopyrano[4,3-c]pyrazol-3-yl)-3-oxo-N-phenyl-propanamide (1.2 g) is reacted with succinic anhydride (0.8 g) in anhydrous pyridine (40 ml) under stirring at 45° C. for 20 hours. After cooling the reaction mixture is diluted in ice water and the precipitate is filtered and washed with water. Crystallization from CH2Cl2 /isopropanol yields 0.95 g of 3-[6-(3-carboxy-propanoyloxymethyl)-1,4-dihydro-1-phenyl-[1]-benzothiopyrano[4,3-c]pyrazol-3-...